From a dataset of the Open Reaction Database (ORD), a public repository of structured organic reaction records. describe an organic reaction: reactants, conditions, products, and yield Reactants: CS(C)=O, CCN(C(C)C)C(C)C, O, O=C(Nc1ccncc1)OCC(Cl)(Cl)Cl, c1cc(-c2nsc(N3CCNCC3)n2)co1. Yields the product O=C(Nc1ccncc1)N1CCN(c2nc(-c3ccoc3)ns2)CC1. As a reaction SMILES: [CH3:42][S:43](=[O:44])[CH3:45].[CH:32]([N:33]([CH:34]([CH3:35])[CH3:36])[CH2:37][CH3:38])([CH3:39])[CH3:40].[OH2:41].[n:1]1[cH:2][cH:3][c:4]([NH:7][C:8]([O:9][CH2:10][C:11]([Cl:12])([Cl:13])[Cl:14])=[O:15])[cH:5][cH:6]1.[o:16]1[cH:17][c:18](-[c:21]2[n:22][s:23][c:24]([N:26]3[CH2:27][CH2:28][NH:29][CH2:30][CH2:31]3)[n:25]2)[cH:19][cH:20]1>>[n:1]1[cH:2][cH:3][c:4]([NH:7][C:8](=[O:15])[N:29]2[CH2:28][CH2:27][N:26]([c:24]3[s:23][n:22][c:21](-[c:18]4[cH:17][o:16][cH:20][cH:19]4)[n:25]3)[CH2:31][CH2:30]2)[cH:5][cH:6]1.